Dataset: the Open Reaction Database (ORD), a public repository of structured organic reaction records. Task: describe an organic reaction: reactants, conditions, products, and yield Starting materials: ClC1=C(C=C(C=C1)C(C)(C)C1=CN=C(N1C1=CC=C(C=C1)F)SCC1=C(C=C(OCCCO)C=C1F)F)OC (3-(4-((5-(2-(4-chloro-3-methoxyphenyl)propan-2-yl)-1-(4-fluorophenyl)-1H-imidazol-2-ylthio)methyl)-3,5-difluorophenoxy)propan-1-ol), C(C)(C)(C)OC(=O)NC(=N)NC(=O)OC(C)(C)C (1,3-bis(tert-butoxycarbonyl)guanidine), C1=CC=C(C=C1)P(C2=CC=CC=C2)C3=CC=CC=C3 (PPh3), CC(C)OC(=O)/N=N/C(=O)OC(C)C (DIAD). Run in C1CCOC1 (THF). Yields the product C(C)(C)(C)OC(N=C(NCCCOC1=CC(=C(C(=C1)F)CSC=1N(C(=CN1)C(C)(C)C1=CC(=C(C=C1)Cl)OC)C1=CC=C(C=C1)F)F)NC(=O)OC(C)(C)C)=O (tert-butyl(tert-butoxycarbonylamino)(3-(4-((5-(2-(4-chloro-3-methoxyphenyl)propan-2-yl)-1-(4-fluorophenyl)-1H-imidazol-2-ylthio)methyl)-3,5-difluorophenoxy)propylamino)methylenecarbamate). Reaction SMILES: [Cl:1][C:2]1[CH:7]=[CH:6][C:5]([C:8]([C:11]2[N:15]([C:16]3[CH:21]=[CH:20][C:19]([F:22])=[CH:18][CH:17]=3)[C:14]([S:23][CH2:24][C:25]3[C:35]([F:36])=[CH:34][C:28]([O:29][CH2:30][CH2:31][CH2:32]O)=[CH:27][C:26]=3[F:37])=[N:13][CH:12]=2)([CH3:10])[CH3:9])=[CH:4][C:3]=1[O:38][CH3:39].[C:40]([O:44][C:45]([NH:47][C:48]([NH:50][C:51]([O:53][C:54]([CH3:57])([CH3:56])[CH3:55])=[O:52])=[NH:49])=[O:46])([CH3:43])([CH3:42])[CH3:41].C1C=CC(P(C2C=CC=CC=2)C2C=CC=CC=2)=CC=1.CC(OC(/N=N/C(OC(C)C)=O)=O)C>C1COCC1>[C:54]([O:53][C:51](=[O:52])[N:50]=[C:48]([NH:47][C:45]([O:44][C:40]([CH3:43])([CH3:42])[CH3:41])=[O:46])[NH:49][CH2:32][CH2:31][CH2:30][O:29][C:28]1[CH:34]=[C:35]([F:36])[C:25]([CH2:24][S:23][C:14]2[N:15]([C:16]3[CH:17]=[CH:18][C:19]([F:22])=[CH:20][CH:21]=3)[C:11]([C:8]([C:5]3[CH:6]=[CH:7][C:2]([Cl:1])=[C:3]([O:38][CH3:39])[CH:4]=3)([CH3:9])[CH3:10])=[CH:12][N:13]=2)=[C:26]([F:37])[CH:27]=1)([CH3:57])([CH3:56])[CH3:55]. Procedure: In a manner described previously, a mixture of 3-(4-((5-(2-(4-chloro-3-methoxyphenyl)propan-2-yl)-1-(4-fluorophenyl)-1H-imidazol-2-ylthio)methyl)-3,5-difluorophenoxy)propan-1-ol (330 mg, 0.57 mmol), 1,3-bis(tert-butoxycarbonyl)guanidine (266 mg, 1.02 mmol), PPh3 (225 mg, 0.85 mmol) and DIAD (177 μL, 0.85 mmol) was reacted in THF, processed and purified by flash chromatography (80% EtOAc/Hex) to give tert-butyl(tert-butoxycarbonylamino)(3-(4-((5-(2-(4-chloro-3-methoxyphenyl)propan-2-yl)-1-(4-fluo...